Dataset: the Open Reaction Database (ORD), a public repository of structured organic reaction records. Task: describe an organic reaction: reactants, conditions, products, and yield Reactants: C(C(C)C)C(=O)C.O (methyl isobutyl ketone water), C[Si](C)(C)[N-][Si](C)(C)C.[Na+] (Sodium bis(trimethylsilyl)amide), N1C(NC=C1)=O (1,3-dihydro-2H-imidazol-2-one), COC=1C=C(C=CC1OC)CCN1C(N(CC1)CCC1=CC(=C(C=C1)OC)OC)=O (1,3bis[2-(3,4-dimethoxyphenyl)ethyl]-1,3,4,5-tetrahydro-2H-imidazol-2-one). Solvent: CN(C)C=O (DMF). Run at time 2 hour. Product: C1(CCCC1)OC=1C=C(C=CC1OC)C(CN1C(NC=C1)=O)=O (1-[2-[3-(cyclopentyloxy)-4-methoxyphenyl]-2-oxo-ethyl]-1,3-dihydro-2H-imidazol-2-one). The yield is 12.6%. RXN SMILES: C[Si]([N-][Si](C)(C)C)(C)C.[Na+].N1C=CNC1=[O:16].COC1C=C(CC[N:29]2[CH2:33][CH2:32][N:31]([CH2:34][CH2:35][C:36]3[CH:41]=[CH:40][C:39]([O:42][CH3:43])=[C:38]([O:44][CH3:45])[CH:37]=3)[C:30]2=[O:46])C=CC=1OC.[CH2:47]([C:51](C)=O)[CH:48](C)[CH3:49].O>CN(C=O)C>[CH:45]1([O:44][C:38]2[CH:37]=[C:36]([C:35](=[O:16])[CH2:34][N:31]3[CH:32]=[CH:33][NH:29][C:30]3=[O:46])[CH:41]=[CH:40][C:39]=2[O:42][CH3:43])[CH2:49][CH2:48][CH2:47][CH2:51]1 |f:0.1,4.5|. Reported procedure: Sodium bis(trimethylsilyl)amide (5 ml) was added to a solution of 1,3-dihydro-2H-imidazol-2-one (0.84 g) in DMF (50 ml), stirred under a N2 flow and cooled in an ice-bath. The reaction mixture was stirred for 30 minutes. Intermediate 1 (2.69 g) was added portionwise and the resulting reaction mixture was stirred for 16 hours at RT, then for 2 hours at 50° C. The reaction mixture was stirred in methyl isobutyl ketone/water (200 ml/50 ml). The solvent was evaporated and methyl isobutyl ketone (100... Reactants: [Br-], CC(=O)c1csc(-c2ccc(C(F)(F)F)cc2CN2C(=O)OC(c3cc(C(F)(F)F)cc(C(F)(F)F)c3)C2C)n1, C[Mg+], CCOCC. Product: CC1C(c2cc(C(F)(F)F)cc(C(F)(F)F)c2)OC(=O)N1Cc1cc(C(F)(F)F)ccc1-c1nc(C(C)(C)O)cs1. As a reaction SMILES: [Br-:41].[C:1]([CH3:2])(=[O:3])[c:4]1[n:5][c:6](-[c:9]2[c:10]([CH2:11][N:12]3[C:13](=[O:32])[O:14][CH:15]([c:18]4[cH:19][c:20]([C:28]([F:29])([F:30])[F:31])[cH:21][c:22]([C:24]([F:25])([F:26])[F:27])[cH:23]4)[CH:16]3[CH3:17])[cH:33][c:34]([C:37]([F:38])([F:39])[F:40])[cH:35][cH:36]2)[s:7][cH:8]1.[CH3:42][Mg+:43].[CH3:44][CH2:45][O:46][CH2:47][CH3:48]>>[C:1]([CH3:2])([OH:3])([c:4]1[n:5][c:6](-[c:9]2[c:10]([CH2:11][N:12]3[C:13](=[O:32])[O:14][CH:15]([c:18]4[cH:19][c:20]([C:28]([F:29])([F:30])[F:31])[cH:21][c:22]([C:24]([F:25])([F:26])[F:27])[cH:23]4)[CH:16]3[CH3:17])[cH:33][c:34]([C:37]([F:38])([F:39])[F:40])[cH:35][cH:36]2)[s:7][cH:8]1)[CH3:42]. The reactants are FC(C=1C=C(CBr)C=C(C1)C(F)(F)F)(F)F (3,5-bistrifluoromethylbenzyl bromide), C(C)(=O)N[C@@H](CC1=CNC2=CC=CC=C12)C(=O)O (acetyl-L-tryptophan). Product: C(C)(=O)NC(C(=O)OCC1=CC(=CC(=C1)C(F)(F)F)C(F)(F)F)CC1=CNC2=CC=CC=C12 (3,5-Bistrifluoromethylbenzyl 2-acetamido-3-(3-indolyl)propionate). As a reaction SMILES: [F:1][C:2]([F:16])([F:15])[C:3]1[CH:4]=[C:5]([CH:8]=[C:9]([C:11]([F:14])([F:13])[F:12])[CH:10]=1)[CH2:6]Br.[C:17]([NH:20][C@H:21]([C:32]([OH:34])=[O:33])[CH2:22][C:23]1[C:31]2[C:26](=[CH:27][CH:28]=[CH:29][CH:30]=2)[NH:25][CH:24]=1)(=[O:19])[CH3:18]>>[C:17]([NH:20][CH:21]([CH2:22][C:23]1[C:31]2[C:26](=[CH:27][CH:28]=[CH:29][CH:30]=2)[NH:25][CH:24]=1)[C:32]([O:34][CH2:6][C:5]1[CH:4]=[C:3]([C:2]([F:16])([F:15])[F:1])[CH:10]=[C:9]([C:11]([F:14])([F:13])[F:12])[CH:8]=1)=[O:33])(=[O:19])[CH3:18]. Procedure: Following the method of Example 1, 3,5-bistrifluoromethylbenzyl bromide (6.16 g) and N acetyl-L-tryptophan (4.92 g) gave the title compound which was recrystallised from ethyl acetate/petroleum ether (3.7 g), m.p. 147°-148° C. 1H NMR (360 MHz, CDCl3) δ8.01 (1H, s), 7.83 (1H, s), 7.61 (1H, s), 7.51 (1H, d, J=8 Hz), 7.32 (1H, d, J=8 Hz), 7.17 (1H, t, J=7 Hz), 7.09 (1H, t, J=7 Hz), 6.91 (1H, d, J=2 Hz), 5.98 (1H, s), 5.13 (1H, d, J=13 Hz), 5.06 (1H, t, J=13 Hz), 4.96 (1H, t, J=6 Hz), 3.31 (2H, m), ... Reactants: Cl (Hydrogen chloride), OCC=1C=CC(=C(C#N)C1)OC (5-hydroxymethyl-2-methoxy-benzonitrile), C(C)O (ethanol), Cl (hydrogen chloride). Reaction conditions: time 2 hour. Product: Cl.OCC=1C=CC(=C(C(OCC)=N)C1)OC (ethyl 5-hydroxymethyl-2-methoxy-benzimidate hydrochloride). Reaction SMILES: [ClH:1].[OH:2][CH2:3][C:4]1[CH:5]=[CH:6][C:7]([O:12][CH3:13])=[C:8]([CH:11]=1)[C:9]#[N:10].[CH2:14]([OH:16])[CH3:15]>>[ClH:1].[OH:2][CH2:3][C:4]1[CH:5]=[CH:6][C:7]([O:12][CH3:13])=[C:8]([CH:11]=1)[C:9](=[NH:10])[O:16][CH2:14][CH3:15] |f:3.4|. Procedure details: Hydrogen chloride gas was passed through a solution of 5-hydroxymethyl-2-methoxy-benzonitrile (250 mg, 1.226 mmol) in anhydrous ethanol (25 mL) at room temperature. After 2 h, hydrogen chloride gas was stopped and the reaction vessel was sealed. After stirring at room temperature for 12 h, the reaction vessel was cooled to 0° C. and opened. The solvent was evaporated in vacuo to dryness to afford crude ethyl 5-hydroxymethyl-2-methoxy-benzimidate hydrochloride. meso-1,2-Bis-(4-chloro-phenyl)-etha... Product: FC1=CC=C(C=C1)C1OC2=CC=C(C=C2CC1)OC1=CC=C(C=N1)NS(=O)(=O)C (N-{6-[2-(4-Fluorophenyl)chroman-6-yloxy]pyridin-3-yl}methane sulfonamide). Solvent: C(C)(=O)OCC.CCCCCCC (ethyl acetate heptane). Reaction SMILES: [C:1]1([CH:7]2[CH2:16][CH2:15][C:14]3[C:9](=[CH:10][CH:11]=[C:12]([O:17][C:18]4[N:23]=[CH:22][C:21]([NH:24][S:25]([CH3:28])(=[O:27])=[O:26])=[CH:20][CH:19]=4)[CH:13]=3)[O:8]2)[CH:6]=[CH:5][CH:4]=[CH:3][CH:2]=1.[F:29]C1C=CC(C2CCC3C(=CC=C(OC4N=CC(N)=CC=4)C=3)O2)=CC=1>C(OCC)(=O)C.CCCCCCC>[F:29][C:4]1[CH:5]=[CH:6][C:1]([CH:7]2[CH2:16][CH2:15][C:14]3[C:9](=[CH:10][CH:11]=[C:12]([O:17][C:18]4[N:23]=[CH:22][C:21]([NH:24][S:25]([CH3:28])(=[O:27])=[O:26])=[CH:20][CH:19]=4)[CH:13]=3)[O:8]2)=[CH:2][CH:3]=1 |f:2.3|. Procedure details: N-{6-[2-(4-Fluorophenyl)chroman-6-yloxy]pyridin-3-yl}methane sulfonamide was prepared as described for N-[6-(2-phenylchroman-6-yloxy)pyridin-3-yl] methane sulfonamide in Example 46 starting from 442 mg of 6-[2-(4-fluorophenyl)-chroman-6-yloxy]-pyridin-3-ylamine (Example 76). The product was passed through silica gel using ethyl acetate-heptane (10:3) as an eluant and then crystallised from diethyl ether. 1H NMR (400 MHz, CDCl3) δ: 8.09 (d, 1H, J 2.8 Hz), 7.72 (dd, 1H, J 8.9, 2.8 Hz), 7.40 (m, 2H... Reactants: C1(=CC=CC=C1)C1OC2=CC=C(C=C2CC1)OC1=CC=C(C=N1)NS(=O)(=O)C (N-[6-(2-phenylchroman-6-yloxy)pyridin-3-yl] methane sulfonamide), FC1=CC=C(C=C1)C1OC2=CC=C(C=C2CC1)OC1=CC=C(C=N1)N (6-[2-(4-Fluorophenyl)chroman-6-yloxy]pyridin-3-ylamine). Reactants: BrCCCCBr, CN(C)C=O, [K+], O=C1CSCN1, [OH-], O. Yields the product O=C1CSCN1CCCCBr. As a reaction SMILES: [Br:14][CH2:15][CH2:16][CH2:17][CH2:18][Br:19].[CH3:7][N:8]([CH3:9])[CH:10]=[O:11].[K+:13].[O:1]=[C:2]1[NH:3][CH2:4][S:5][CH2:6]1.[OH-:12].[OH2:20]>>[O:1]=[C:2]1[N:3]([CH2:18][CH2:17][CH2:16][CH2:15][Br:14])[CH2:4][S:5][CH2:6]1.